The task is: describe an organic reaction: reactants, conditions, products, and yield. This data is from the Open Reaction Database (ORD), a public repository of structured organic reaction records. Starting materials: BrC1=CC(=C(C(=C1)OC)C1=CC=C(N=N1)N(C1CC(NC(C1)(C)C)(C)C)C)F (6-(4-bromo-2-fluoro-6-methoxyphenyl)-N-methyl-N-(2,2,6,6-tetramethylpiperidin-4-yl)pyridazin-3-amine), BrC1=C(N=NC(=C1)C1=C(C=CC=C1OC)F)N(C1CC(NC(C1)(C)C)(C)C)C (4-bromo-6-(2-fluoro-6-methoxyphenyl)-N-methyl-N-(2,2,6,6-tetramethylpiperidin-4-yl)pyridazin-3-amine), BrC=1C=C(C(=C(C1)O)C=1N=NC(=CC1)N(C1CC(NC(C1)(C)C)(C)C)C)F (5-bromo-3-fluoro-2-(6-(methyl(2,2,6,6-tetramethylpiperidin-4-yl)amino)pyridazin-3-yl)phenol), CC1(OB(OC1(C)C)C=1C=NN(C1)C(=O)OC(C)(C)C)C (tert-butyl 4-(4,4,5,5-tetramethyl-1,3,2-dioxaborolan-2-yl)-1H-pyrazole-1-carboxylate). Product: FC1=C(C(=CC=C1)OC)C1=CC(=C(N=N1)N(C1CC(NC(C1)(C)C)(C)C)C)C=1C=NN(C1)C (6-(2-fluoro-6-methoxyphenyl)-N-methyl-4-(1-methyl-1H-pyrazol-4-yl)-N-(2,2,6,6-tetramethylpiperidin-4-yl)pyridazin-3-amine), solid. Isolated yield 80.0%. As a reaction SMILES: Br[C:2]1[CH:7]=[C:6]([O:8][CH3:9])[C:5]([C:10]2[N:15]=[N:14][C:13]([N:16]([CH3:27])[CH:17]3[CH2:22][C:21]([CH3:24])([CH3:23])[NH:20][C:19]([CH3:26])([CH3:25])[CH2:18]3)=[CH:12][CH:11]=2)=[C:4]([F:28])[CH:3]=1.BrC1C=C(C2C(OC)=CC=CC=2F)N=N[C:31]=1[N:45](C)[CH:46]1CC(C)(C)[NH:49][C:48](C)(C)[CH2:47]1.BrC1C=C(F)C(C2N=NC(N(C)C3CC(C)(C)NC(C)(C)C3)=CC=2)=C(O)C=1.CC1(C)C(C)(C)OB(C2C=NN(C(OC(C)(C)C)=O)C=2)O1>>[F:28][C:4]1[CH:3]=[CH:2][CH:7]=[C:6]([O:8][CH3:9])[C:5]=1[C:10]1[N:15]=[N:14][C:13]([N:16]([CH3:27])[CH:17]2[CH2:22][C:21]([CH3:24])([CH3:23])[NH:20][C:19]([CH3:25])([CH3:26])[CH2:18]2)=[C:12]([C:47]2[CH:48]=[N:49][N:45]([CH3:31])[CH:46]=2)[CH:11]=1. Procedure: Following GENERAL METHOD 1-6 for Suzuki cross-coupling, a mixture of 6-(4-bromo-2-fluoro-6-methoxyphenyl)-N-methyl-N-(2,2,6,6-tetramethylpiperidin-4-yl)pyridazin-3-amine, 4-bromo-6-(2-fluoro-6-methoxyphenyl)-N-methyl-N-(2,2,6,6-tetramethylpiperidin-4-yl)pyridazin-3-amine (Intermediate 8-1, Step 2, 0.10 g, 0.22 mmol, total amount of the 2 regioisomers) and tert-butyl 4-(4,4,5,5-tetramethyl-1,3,2-dioxaborolan-2-yl)-1H-pyrazole-1-carboxylate (0.14 g, 0.67 mmol) were reacted. The crude product was p...